Dataset: the Open Reaction Database (ORD), a public repository of structured organic reaction records. Task: describe an organic reaction: reactants, conditions, products, and yield Starting materials: C(CCCCC)OC1=CC=C(C=C1)CCC(=O)OC (methyl 3-(4-n-hexyloxyphenyl)propionate), O.NN (hydrazine monohydrate). The solvent is C(C)O (ethanol). The product is C(CCCCC)OC1=CC=C(C=C1)CCC(=O)NN (3-(4-n-hexyloxyphenyl)propionohydrazide). As a reaction SMILES: [CH2:1]([O:7][C:8]1[CH:13]=[CH:12][C:11]([CH2:14][CH2:15][C:16]([O:18]C)=O)=[CH:10][CH:9]=1)[CH2:2][CH2:3][CH2:4][CH2:5][CH3:6].O.[NH2:21][NH2:22]>C(O)C>[CH2:1]([O:7][C:8]1[CH:13]=[CH:12][C:11]([CH2:14][CH2:15][C:16]([NH:21][NH2:22])=[O:18])=[CH:10][CH:9]=1)[CH2:2][CH2:3][CH2:4][CH2:5][CH3:6] |f:1.2|. Procedure details: To a solution of methyl 3-(4-n-hexyloxyphenyl)propionate (1.18 g) in ethanol (10 ml) was added hydrazine monohydrate (1.08 ml) and the mixture was refluxed for 24 hours. After cooling, the solvent was removed under reduced pressure. Water was added and the precipitate was collected by filtration, washed with water and dried under reduced pressure to give 3-(4-n-hexyloxyphenyl)propionohydrazide (0.92 g). Starting materials: ClC=1C=C(CC#N)C=CC1 (3-chlorobenzyl cyanide), C(OCC)(OCC)=O (diethyl carbonate), [H-].[Na+] (NaH). The solvent is C1CCOC1 (THF). Conditions: temperature 0 celsius, time 12 hour. Product: C(C)OC(C(C#N)C1=CC(=CC=C1)Cl)=O ((3-chloro-phenyl)-cyano-acetic acid ethyl ester). The yield is 68.0%. Reaction SMILES: [Cl:1][C:2]1[CH:3]=[C:4]([CH:8]=[CH:9][CH:10]=1)[CH2:5][C:6]#[N:7].[H-].[Na+].[C:13](=O)([O:17]CC)[O:14][CH2:15][CH3:16]>C1COCC1>[CH2:15]([O:14][C:13](=[O:17])[CH:5]([C:4]1[CH:8]=[CH:9][CH:10]=[C:2]([Cl:1])[CH:3]=1)[C:6]#[N:7])[CH3:16] |f:1.2|. Procedure: step 1—A solution 3-chlorobenzyl cyanide (10 g, 66 mmol) dissolved in diethyl carbonate (80 mL) was added over 15 min to a suspension of NaH (8.7 g, 0.218 mol, 60% dispersion in oil) in THF (70 mL) cooled to 0° C. The resulting mixture was stirred at RT for 12 h, heated at reflux for 14 h then cooled to RT and quenched with H2O. The reaction mixture was partitioned between Et2O and H2O and the aqueous layer was adjusted to pH 3 with 2M aqueous HCl and thrice back-extracted with Et2O. The combine... Starting materials: OC1=CC=C(C#N)C=C1 (4-hydroxybenzonitrile), C(CCCC)(=O)Cl (valeryl chloride). Run in C(C)N(CC)CC (triethylamine). Yields the product C(CCCC)(=O)OC1=CC=C(C=C1)C#N (4-cyanophenyl valerate). Reaction SMILES: [OH:1][C:2]1[CH:9]=[CH:8][C:5]([C:6]#[N:7])=[CH:4][CH:3]=1.[C:10](Cl)(=[O:15])[CH2:11][CH2:12][CH2:13][CH3:14]>C(N(CC)CC)C>[C:10]([O:1][C:2]1[CH:9]=[CH:8][C:5]([C:6]#[N:7])=[CH:4][CH:3]=1)(=[O:15])[CH2:11][CH2:12][CH2:13][CH3:14]. Procedure: This compound was prepared by reacting 4-hydroxybenzonitrile with valeryl chloride in the presence of triethylamine to give 4-cyanophenyl valerate which was subjected to a Fries rearrangement with aluminium chloride to give 4-hydroxy-3-valerylbenzonitrile which was reduced with sodium borohydride to give the title compound. Starting materials: C(#N)CC(C(=O)OC)C1=CC=C(C=C1)F (methyl 3-cyano-2-(4-fluorophenyl)propanoate). Reagents/catalysts: [Ni] (Raney® nickel). Run in N.CO (NH3 methanol). Run at time 17 hour. Product: FC1=CC=C(C=C1)C1C(NCC1)=O (3-(4-fluorophenyl)pyrrolidin-2-one). RXN SMILES: [C:1]([CH2:3][CH:4]([C:9]1[CH:14]=[CH:13][C:12]([F:15])=[CH:11][CH:10]=1)[C:5](OC)=[O:6])#[N:2]>[Ni].N.CO>[F:15][C:12]1[CH:13]=[CH:14][C:9]([CH:4]2[CH2:3][CH2:1][NH:2][C:5]2=[O:6])=[CH:10][CH:11]=1 |f:2.3|. Reported procedure: Methyl 3-cyano-2-(4-fluorophenyl)propanoate (2.09 g, 10.09 mmol; Example 189A) and 7 M NH3-methanol (100 mL) were added to Raney® nickel, solvent washed (20.90 g, 356 mmol) in a 250 mL stainless steel pressure bottle and stirred for 17 hours under hydrogen at 30 psi and room temperature. The mixture was filtered through a nylon membrane and concentrated to give the title compound. 1H NMR (300 MHz, CDCl3) δ 7.36-7.16 (m, 2H), 7.12-6.94 (m, 2H), 6.04 (s, 1H), 3.61 (t, J=9.2, 1H), 3.54-3.39 (m, 2H)... Reactants: N(=NC(=O)OC(C)C)C(=O)OC(C)C (diisopropyl azodicarboxylate), BrC1=C(N=C2N(C1=O)C=C(C=C2)F)C(C)O (3-bromo-7-fluoro-2-(1-hydroxyethyl)-4H-pyrido[1,2-a]pyrimidin-4-one), C1(=CC=CC=C1)P(C1=CC=CC=C1)C1=CC=CC=C1 (triphenylphosphine), C1(C=2C(C(N1)=O)=CC=CC2)=O (phthalimide). Solvent: C1CCOC1 (THF). Conditions: temperature 0 celsius, time 30 minute. Product: BrC1=C(N=C2N(C1=O)C=C(C=C2)F)C(C)N2C(C1=CC=CC=C1C2=O)=O (2-(1-(3-bromo-7-fluoro-4-oxo-4H-pyrido[1,2-a]pyrimidin-2-yl)ethyl)isoindoline-1,3-dione). As a reaction SMILES: [Br:1][C:2]1[C:7](=[O:8])[N:6]2[CH:9]=[C:10]([F:13])[CH:11]=[CH:12][C:5]2=[N:4][C:3]=1[CH:14](O)[CH3:15].C1(P(C2C=CC=CC=2)C2C=CC=CC=2)C=CC=CC=1.[C:36]1(=[O:46])[NH:40][C:39](=[O:41])[C:38]2=[CH:42][CH:43]=[CH:44][CH:45]=[C:37]12.N(C(OC(C)C)=O)=NC(OC(C)C)=O>C1COCC1>[Br:1][C:2]1[C:7](=[O:8])[N:6]2[CH:9]=[C:10]([F:13])[CH:11]=[CH:12][C:5]2=[N:4][C:3]=1[CH:14]([N:40]1[C:36](=[O:46])[C:37]2[C:38](=[CH:42][CH:43]=[CH:44][CH:45]=2)[C:39]1=[O:41])[CH3:15]. Procedure: A solution of 3-bromo-7-fluoro-2-(1-hydroxyethyl)-4H-pyrido[1,2-a]pyrimidin-4-one (1.238 g, 4.31 mmol), triphenylphosphine (1.357 g, 5.17 mmol), phthalimide (0.761 g, 5.17 mmol), and THF (28.7 mL) was stirred at rt for 5 min to dissolve all reactants. The mixture was then cooled to 0° C. and to the cooled homogenous mixture was added dropwise over 3 min diisopropyl azodicarboxylate (1.019 mL, 5.17 mmol) at 0° C. After stirring at 0° C. for 30 min, the cooling bath was removed and the mixture was... Starting materials: C(CC)(=O)C=1C=NC2=C(C=CC=C2C1Cl)OC (3-Propanoyl-4-chloro-8-methoxyquinoline), B(Br)(Br)Br (boron tribromide). Solvent: ClCCl (dichloromethane). Yields the product C(CC)(=O)C=1C=NC2=C(C=CC=C2C1Cl)O (3-propanoyl-4-chloro-8-hydroxyquinoline). As a reaction SMILES: [C:1]([C:5]1[CH:6]=[N:7][C:8]2[C:13]([C:14]=1[Cl:15])=[CH:12][CH:11]=[CH:10][C:9]=2[O:16]C)(=[O:4])[CH2:2][CH3:3].B(Br)(Br)Br>ClCCl>[C:1]([C:5]1[CH:6]=[N:7][C:8]2[C:13]([C:14]=1[Cl:15])=[CH:12][CH:11]=[CH:10][C:9]=2[OH:16])(=[O:4])[CH2:2][CH3:3]. Procedure details: 3-Propanoyl-4-chloro-8-methoxyquinoline (32 g) was dissolved in dichloromethane (250 ml), cooled to -78°, and boron tribromide (37 ml) added slowly. The solution was allowed to warm slowly to room temperature overnight, then recooled in ice and quenched cautiously with water. The resulting solid was filtered off and washed with water to give crude 3-propanoyl-4-chloro-8-hydroxyquinoline (115 g crude weight), which was used without further purification. The reactants are C(C)(C)OC1=NC(=CC2=CC(=CC=C12)C(=O)O)NC1=NNC(=C1)C (1-Isopropoxy-3-(5-methyl-1H-pyrazol-3-ylamino)-isoquinoline-6-carboxylic acid), CNCCN1CCCCC1 (Methyl-(2-piperidin-1-yl-ethyl)-amine). Yields the product CN(C(=O)C=1C=C2C=C(N=C(C2=CC1)OC(C)C)NC1=NNC(=C1)C)CCN1CCCCC1 (1-Isopropoxy-3-(5-methyl-1H-pyrazol-3-ylamino)-isoquinoline-6-carboxylic acid methyl-(2-piperidin-1-yl-ethyl)-amide). Reaction SMILES: [CH:1]([O:4][C:5]1[C:14]2[C:9](=[CH:10][C:11]([C:15]([OH:17])=O)=[CH:12][CH:13]=2)[CH:8]=[C:7]([NH:18][C:19]2[CH:23]=[C:22]([CH3:24])[NH:21][N:20]=2)[N:6]=1)([CH3:3])[CH3:2].[CH3:25][NH:26][CH2:27][CH2:28][N:29]1[CH2:34][CH2:33][CH2:32][CH2:31][CH2:30]1>>[CH3:25][N:26]([CH2:27][CH2:28][N:29]1[CH2:34][CH2:33][CH2:32][CH2:31][CH2:30]1)[C:15]([C:11]1[CH:10]=[C:9]2[C:14](=[CH:13][CH:12]=1)[C:5]([O:4][CH:1]([CH3:2])[CH3:3])=[N:6][C:7]([NH:18][C:19]1[CH:23]=[C:22]([CH3:24])[NH:21][N:20]=1)=[CH:8]2)=[O:17]. Procedure details: Similar procedure as described in example 384 was used, starting from 1-Isopropoxy-3-(5-methyl-1H-pyrazol-3-ylamino)-isoquinoline-6-carboxylic acid and Methyl-(2-piperidin-1-yl-ethyl)-amine to give 1-Isopropoxy-3-(5-methyl-1H-pyrazol-3-ylamino)-isoquinoline-6-carboxylic acid methyl-(2-piperidin-1-yl-ethyl)-amide. LC-MS: m/e 451 (MH+). The reactants are [H-].[Na+] (sodium hydride), CC=1C(=NC=C(C1)C)N(S(=O)(=O)C1=CC=C(C=C1)F)CC(C)C (N-(3,5-dimethylpyridin-2-yl)-4-fluoro-N-isobutylbenzenesulfonamide), O1CCC(CC1)CO ((tetrahydro-2H-pyran-4-yl)methanol), [H-].[Na+] (sodium hydride). The solvent is CS(=O)C (dimethyl sulfoxide). Run at temperature 20 celsius, time 2 hour. Yields the product CC=1C(=NC=C(C1)C)N(S(=O)(=O)C1=CC=C(C=C1)OCC1CCOCC1)CC(C)C (N-(3,5-dimethylpyridin-2-yl)-N-isobutyl-4-((tetrahydro-2H-pyran-4-yl)methoxy)benzenesulfonamide). The yield is 45.2%. Reaction SMILES: [CH3:1][C:2]1[C:3]([N:9]([CH2:20][CH:21]([CH3:23])[CH3:22])[S:10]([C:13]2[CH:18]=[CH:17][C:16](F)=[CH:15][CH:14]=2)(=[O:12])=[O:11])=[N:4][CH:5]=[C:6]([CH3:8])[CH:7]=1.[O:24]1[CH2:29][CH2:28][CH:27]([CH2:30][OH:31])[CH2:26][CH2:25]1.[H-].[Na+]>CS(C)=O>[CH3:1][C:2]1[C:3]([N:9]([CH2:20][CH:21]([CH3:23])[CH3:22])[S:10]([C:13]2[CH:18]=[CH:17][C:16]([O:31][CH2:30][CH:27]3[CH2:28][CH2:29][O:24][CH2:25][CH2:26]3)=[CH:15][CH:14]=2)(=[O:12])=[O:11])=[N:4][CH:5]=[C:6]([CH3:8])[CH:7]=1 |f:2.3|. Procedure: To a solution of N-(3,5-dimethylpyridin-2-yl)-4-fluoro-N-isobutylbenzenesulfonamide (53.7 mg, 0.160 mmol) and (tetrahydro-2H-pyran-4-yl)methanol (18.54 mg, 0.160 mmol) in dimethyl sulfoxide (DMSO) (1 mL) stirred at room temperature, was added sodium hydride (4.79 mg, 0.160 mmol, 60% wt in mineral oil). The reaction mixture was stirred at 20° C. for 2 hour, then left to stand overnight. Additional sodium hydride (4.79 mg, 0.160 mmol, 60% wt in mineral oil) was added and the reaction stirred for a... The product is N1=CC(=CC=C1)CC=1C=C2C=CC=NC2=C(C1)C1=CC(=CC=C1)[N+](=O)[O-] (6-(3-pyridylmethyl)-8-(3-nitrophenyl)quinoline). Reactants: N1=CC(=CC=C1)CC=1C=C2C=CC=NC2=C(C1)Br (6-(3-pyridylmethyl)-8-bromoquinoline), [N+](=O)([O-])C=1C=C(C=CC1)B(O)O (3-nitrobenzene boronic acid). As a reaction SMILES: [N:1]1[CH:6]=[CH:5][CH:4]=[C:3]([CH2:7][C:8]2[CH:9]=[C:10]3[C:15](=[C:16](Br)[CH:17]=2)[N:14]=[CH:13][CH:12]=[CH:11]3)[CH:2]=1.[N+:19]([C:22]1[CH:23]=[C:24](B(O)O)[CH:25]=[CH:26][CH:27]=1)([O-:21])=[O:20]>>[N:1]1[CH:6]=[CH:5][CH:4]=[C:3]([CH2:7][C:8]2[CH:9]=[C:10]3[C:15](=[C:16]([C:26]4[CH:25]=[CH:24][CH:23]=[C:22]([N+:19]([O-:21])=[O:20])[CH:27]=4)[CH:17]=2)[N:14]=[CH:13][CH:12]=[CH:11]3)[CH:2]=1. Procedure: 6-(3-pyridylmethyl)-8-bromoquinoline and 3-nitrobenzene boronic acid can be combined to form 6-(3-pyridylmethyl)-8-(3-nitrophenyl)quinoline,